This data is from the Open Reaction Database (ORD), a public repository of structured organic reaction records. The task is: describe an organic reaction: reactants, conditions, products, and yield The reactants are C1CC(C2=NC=3C=CC=CC3C=C21)C(=O)OC (methyl 2,3-dihydro-1H-cyclopenta[b] quinoline-3-carboxylate), N (ammonia). Run in CO (methanol). Run at time 8 hour. Product: C1CC(C2=NC=3C=CC=CC3C=C21)C(=O)N (2,3-dihydro-1H-cyclopenta [b] quinoline-3-carboxamide). RXN SMILES: [CH2:1]1[C:13]2[C:4](=[N:5][C:6]3[CH:7]=[CH:8][CH:9]=[CH:10][C:11]=3[CH:12]=2)[CH:3]([C:14]([O:16]C)=O)[CH2:2]1.[NH3:18]>CO>[CH2:1]1[C:13]2[C:4](=[N:5][C:6]3[CH:7]=[CH:8][CH:9]=[CH:10][C:11]=3[CH:12]=2)[CH:3]([C:14]([NH2:18])=[O:16])[CH2:2]1. Procedure: 2,3-Dihydro-1H-cyclopenta[b] quinoline in ether is added to isopropylmagnesium bromide (prepared from magnesium and isopropylbromide in ether). The mixture is heated at 120° C for several hours adding toluene when necessary as the ether distilled off to maintain the contents liquid. The mixture is cooled and ether is added. The resulting solution of 2,3-dihydro-1H-cyclopenta[b]-quinoline-3-magnesium bromide is added to stirred ice-cooled ether while a stream of dry CO2 gas is bubbled through unt... The reactants are COc1ccc2c(O)c(CCOCc3ccccc3)c(=O)oc2c1OC1CCCC1, CC(=O)[O-], CC(=O)O, Cc1ccccc1, [NH4+], O. The product is COc1ccc2c(N)c(CCOCc3ccccc3)c(=O)oc2c1OC1CCCC1. Reaction SMILES: [CH2:6]([c:7]1[cH:8][cH:9][cH:10][cH:11][cH:12]1)[O:13][CH2:14][CH2:15][c:16]1[c:17](=[O:35])[o:18][c:19]2[c:20]([O:29][CH:30]3[CH2:31][CH2:32][CH2:33][CH2:34]3)[c:21]([O:27][CH3:28])[cH:22][cH:23][c:24]2[c:25]1[OH:26].[CH3:2][C:3](=[O:4])[O-:5].[CH3:36][C:37](=[O:38])[OH:39].[CH3:40][c:41]1[cH:42][cH:43][cH:44][cH:45][cH:46]1.[NH4+:1].[OH2:47]>>[NH2:1][c:25]1[c:16]([CH2:15][CH2:14][O:13][CH2:6][c:7]2[cH:8][cH:9][cH:10][cH:11][cH:12]2)[c:17](=[O:35])[o:18][c:19]2[c:20]([O:29][CH:30]3[CH2:31][CH2:32][CH2:33][CH2:34]3)[c:21]([O:27][CH3:28])[cH:22][cH:23][c:24]21. Reactants: C(Cl)(Cl)Cl (CHCl3), C(C)OCC=1N(C2=C(C=NC=3C=CC=CC23)N1)N=CC(C)C (N-(2-ethoxymethyl-1H-imidazo[4,5-c]quinolin-1-yl)isobutylideneamine), [BH4-].[Na+] (NaBH4). Solvent: CO (MeOH), CO (methanol). Conditions: time 18 hour. Yields the product C(C)OCC=1N(C2=C(C=NC=3C=CC=CC23)N1)NCC(C)C (N-(2-ethoxymethyl-1H-imidazo[4,5-c]quinolin-1-yl)isobutylamine). Yield: 59.6%. Reaction SMILES: [CH2:1]([O:3][CH2:4][C:5]1[N:6]([N:18]=[CH:19][CH:20]([CH3:22])[CH3:21])[C:7]2[C:16]3[CH:15]=[CH:14][CH:13]=[CH:12][C:11]=3[N:10]=[CH:9][C:8]=2[N:17]=1)[CH3:2].[BH4-].[Na+].C(Cl)(Cl)Cl>CO>[CH2:1]([O:3][CH2:4][C:5]1[N:6]([NH:18][CH2:19][CH:20]([CH3:21])[CH3:22])[C:7]2[C:16]3[CH:15]=[CH:14][CH:13]=[CH:12][C:11]=3[N:10]=[CH:9][C:8]=2[N:17]=1)[CH3:2] |f:1.2|. Procedure: A solution of N-(2-ethoxymethyl-1H-imidazo[4,5-c]quinolin-1-yl)isobutylideneamine (1.15 g, 3.88 mmol) in 15 mL of methanol was treated with NaBH4 (0.44 g, 11.6 mmol) and stirred under an atmosphere of nitrogen. After 18 h, the reaction was concentrated under reduced pressure. The residue was partitioned between CHCl3 and water, and the phases were separated. The organic portion was washed with water and brine, dried over Na2SO4, filtered and concentrated under reduced pressure to yield an orange... Starting materials: [OH-].[Na+] (sodium hydroxide), O1C(=COC2=C1C=CC=C2)C#N (1,4-Benzodioxin-2-carbonitrile), [H-].[Al+3].[Li+].[H-].[H-].[H-] (lithium aluminium hydride), O (water), O (water). The solvent is CCOCC (ether). Run at time 30 minute. Yields the product O1C(=COC2=C1C=CC=C2)CN ((1,4-Benzodioxin-2-yl)methanamine). RXN SMILES: [O:1]1[C:6]2[CH:7]=[CH:8][CH:9]=[CH:10][C:5]=2[O:4][CH:3]=[C:2]1[C:11]#[N:12].[H-].[Al+3].[Li+].[H-].[H-].[H-].O.[OH-].[Na+]>CCOCC>[O:1]1[C:6]2[CH:7]=[CH:8][CH:9]=[CH:10][C:5]=2[O:4][CH:3]=[C:2]1[CH2:11][NH2:12] |f:1.2.3.4.5.6,8.9|. Procedure details: 1 g (6.29 mmol) of the nitrile obtained in Step A is dissolved in 50 ml of anhydrous ether; 0.31 g (8.17 mmol) of lithium aluminium hydride is then added very slowly to the solution. After 3 hours of reflux under argon, the reaction medium is returned to ambient temperature and then hydrolysed with, in succession, 0.31 ml of water, 0.31 ml of a 15% sodium hydroxide solution and 0.93 ml of water. After 30 minutes of stirring at ambient temperature, the salts are filtered off; the filtrate is then... Reactants: CN1C2CCCCC21, CN, [Cl-], [NH4+], [Na+], [OH-]. The product is CNC1CCCCC1NC. RXN SMILES: [CH3:1][N:2]1[CH:3]2[CH2:4][CH2:5][CH2:6][CH2:7][CH:8]12.[CH3:9][NH2:10].[Cl-:11].[NH4+:12].[Na+:14].[OH-:13]>>[CH3:1][NH:2][CH:3]1[CH2:4][CH2:5][CH2:6][CH2:7][CH:8]1[NH:10][CH3:9]. Starting materials: C(C1=CC=CC=C1)(=O)NC1=NC(NC=C1)=O (N-benzoylcytosine), C(=O)(O)[O-].[Na+] (NaHCO3), C(C)(=O)O[C@H]1[C@@H]([C@@H](OC(C)=O)[C@H](OC(C)=O)[C@H](O1)COC(C)=O)NC(C(F)(F)F)=O (2-deoxy-2-[(trifluoro-acetyl)amino]-β-D-glucopyranose-1,3,4,6-tetraacetate), Cl[Sn](Cl)(Cl)Cl (SnCl4). Solvent: O (H2O). Conditions: time 20 minute. Product: C(C1=CC=CC=C1)(=O)N (benzamide). As a reaction SMILES: [C:1]([NH:9]C1C=CNC(=O)N=1)(=[O:8])[C:2]1[CH:7]=[CH:6][CH:5]=[CH:4][CH:3]=1.C(O[C@@H]1O[C@H](COC(=O)C)[C@@H](OC(=O)C)[C@H](OC(=O)C)[C@H]1NC(=O)C(F)(F)F)(=O)C.Cl[Sn](Cl)(Cl)Cl.C([O-])(O)=O.[Na+]>O>[C:1]([NH2:9])(=[O:8])[C:2]1[CH:7]=[CH:6][CH:5]=[CH:4][CH:3]=1 |f:3.4|. Reported procedure: To a suspension of N-benzoylcytosine (29.11 g, 135.40 mmol) in 250 mL of distilled CICH2CH2Cl was added 66.80 ml (270.82 mmol) of BSA. This suspension was heated to a gentle reflux for 40 min during which time a clear solution was effected. At this time, the solution was cooled to room temperature and 20 g (45.15 mmol) of 2-deoxy-2-[(trifluoro-acetyl)amino]-β-D-glucopyranose-1,3,4,6-tetraacetate was add followed by a solution of 100 mL of CICH2CH2Cl containing freshly distilled SnCl4 (15.17 mL, ... The reactants are C1CCNCC1, CC(=O)[O-], CC1(C)CN(CC(=O)O)C(C(=O)Nc2cc(Cl)cc3c2[nH]c2cnccc23)CO1, [NH4+]. The product is CC1(C)CN(CC(=O)N2CCCCC2)C(C(=O)Nc2cc(Cl)cc3c2[nH]c2cnccc23)CO1. Reaction SMILES: [CH2:30]1[CH2:31][CH2:32][NH:33][CH2:34][CH2:35]1.[CH3:37][C:38](=[O:39])[O-:40].[Cl:1][c:2]1[cH:3][c:4]2[c:5]3[cH:6][cH:7][n:8][cH:9][c:10]3[nH:11][c:12]2[c:13]([NH:15][C:16](=[O:17])[CH:18]2[N:19]([CH2:26][C:27](=[O:28])[OH:29])[CH2:20][C:21]([CH3:24])([CH3:25])[O:22][CH2:23]2)[cH:14]1.[NH4+:36]>>[Cl:1][c:2]1[cH:3][c:4]2[c:5]3[cH:6][cH:7][n:8][cH:9][c:10]3[nH:11][c:12]2[c:13]([NH:15][C:16](=[O:17])[CH:18]2[N:19]([CH2:26][C:27](=[O:29])[N:33]3[CH2:32][CH2:31][CH2:30][CH2:35][CH2:34]3)[CH2:20][C:21]([CH3:24])([CH3:25])[O:22][CH2:23]2)[cH:14]1.